This data is from the Open Reaction Database (ORD), a public repository of structured organic reaction records. The task is: describe an organic reaction: reactants, conditions, products, and yield Starting materials: Ic1ccc2cn[nH]c2c1, OB(O)c1ccsc1. The product is c1cc(-c2ccc3cn[nH]c3c2)cs1. As a reaction SMILES: [I:1][c:2]1[cH:3][cH:4][c:5]2[cH:6][n:7][nH:8][c:9]2[cH:10]1.[s:11]1[cH:12][c:13]([B:16]([OH:17])[OH:18])[cH:14][cH:15]1>>[c:2]1(-[c:13]2[cH:12][s:11][cH:15][cH:14]2)[cH:3][cH:4][c:5]2[cH:6][n:7][nH:8][c:9]2[cH:10]1. The reactants are CCn1nnc(C2OC(n3cnc4c(NC5CCC(NC(=O)OC(C)(C)C)CC5)nc(Cl)nc43)C(OC(C)=O)C2OC(C)=O)n1, ClCCl, O=C(O)C(F)(F)F. Yields the product CCn1nnc(C2OC(n3cnc4c(NC5CCC(N)CC5)nc(Cl)nc43)C(OC(C)=O)C2OC(C)=O)n1. Reaction SMILES: [C:1]([CH3:2])(=[O:3])[O:4][CH:5]1[CH:6]([n:21]2[c:22]3[n:23][c:24]([Cl:45])[n:25][c:26]([NH:30][CH:31]4[CH2:32][CH2:33][CH:34]([NH:37][C:38]([O:39][C:40]([CH3:41])([CH3:42])[CH3:43])=[O:44])[CH2:35][CH2:36]4)[c:27]3[n:28][cH:29]2)[O:7][CH:8]([c:14]2[n:15][n:16][n:17]([CH2:19][CH3:20])[n:18]2)[CH:9]1[O:10][C:11]([CH3:12])=[O:13].[Cl:46][CH2:47][Cl:48].[F:49][C:50]([F:51])([F:52])[C:53]([OH:54])=[O:55]>>[C:1]([CH3:2])(=[O:3])[O:4][CH:5]1[CH:6]([n:21]2[c:22]3[n:23][c:24]([Cl:45])[n:25][c:26]([NH:30][CH:31]4[CH2:32][CH2:33][CH:34]([NH2:37])[CH2:35][CH2:36]4)[c:27]3[n:28][cH:29]2)[O:7][CH:8]([c:14]2[n:15][n:16][n:17]([CH2:19][CH3:20])[n:18]2)[CH:9]1[O:10][C:11]([CH3:12])=[O:13]. The reactants are BrCC=C(c1ccccc1)c1ccccc1, [Li]CCCC, O, OCCO. Yields the product OCCOCC=C(c1ccccc1)c1ccccc1. RXN SMILES: [Br:10][CH2:11][CH:12]=[C:13]([c:14]1[cH:15][cH:16][cH:17][cH:18][cH:19]1)[c:20]1[cH:21][cH:22][cH:23][cH:24][cH:25]1.[CH2:1]([Li:2])[CH2:3][CH2:4][CH3:5].[OH2:26].[OH:6][CH2:7][CH2:8][OH:9]>>[O:6]([CH2:7][CH2:8][OH:9])[CH2:11][CH:12]=[C:13]([c:14]1[cH:15][cH:16][cH:17][cH:18][cH:19]1)[c:20]1[cH:21][cH:22][cH:23][cH:24][cH:25]1. Reactants: CC(C)CC(CO)NC(c1ccc(F)cc1)c1ccc(Br)cc1, CC#N, [Cr], [O-][I+3]([O-])([O-])O, [Na+], [Na+], O, O=P([O-])([O-])O. Product: CC(C)CC(NC(c1ccc(F)cc1)c1ccc(Br)cc1)C(=O)O. Reaction SMILES: [Br:1][c:2]1[cH:3][cH:4][c:5]([CH:8]([c:9]2[cH:10][cH:11][c:12]([F:15])[cH:13][cH:14]2)[NH:16][CH:17]([CH2:18][OH:19])[CH2:20][CH:21]([CH3:22])[CH3:23])[cH:6][cH:7]1.[CH3:37][C:38]#[N:39].[Cr:40].[I+3:25]([O-:26])([OH:27])([O-:28])[O-:29].[Na+:35].[Na+:36].[OH2:24].[P:30]([OH:31])([O-:32])([O-:33])=[O:34]>>[Br:1][c:2]1[cH:3][cH:4][c:5]([CH:8]([c:9]2[cH:10][cH:11][c:12]([F:15])[cH:13][cH:14]2)[NH:16][CH:17]([C:18](=[O:19])[OH:26])[CH2:20][CH:21]([CH3:22])[CH3:23])[cH:6][cH:7]1.